From a dataset of the Open Reaction Database (ORD), a public repository of structured organic reaction records. describe an organic reaction: reactants, conditions, products, and yield Starting materials: ClC1=NSC(=C1Cl)C(=O)Cl (3,4-dichloro-5-isothiazolecarbonyl chloride), ClC1=CC=C(C=C1)NS(=O)(=O)C1=CC=C(C=C1)OC (N-(4-chlorophenyl)-4-methoxybenzenesulfonamide), O (water). The solvent is CN(C=O)C (N,N-dimethylformamide), CN(C=O)C (N,N-dimethylformamide). Reaction conditions: time 1 hour. Yields the product ClC1=NSC(=C1Cl)C(=O)N(S(=O)(=O)C1=CC=C(C=C1)OC)C1=CC=C(C=C1)Cl (N-(3,4-dichloro-5-isothiazolecarbonyl)-N-(4-chlorophenyl)-4-methoxybenzenesulfonamide). Yield: 36.7%. RXN SMILES: [Cl:1][C:2]1[CH:7]=[CH:6][C:5]([NH:8][S:9]([C:12]2[CH:17]=[CH:16][C:15]([O:18][CH3:19])=[CH:14][CH:13]=2)(=[O:11])=[O:10])=[CH:4][CH:3]=1.[Cl:20][C:21]1[C:25]([Cl:26])=[C:24]([C:27](Cl)=[O:28])[S:23][N:22]=1.O>CN(C)C=O>[Cl:20][C:21]1[C:25]([Cl:26])=[C:24]([C:27]([N:8]([C:5]2[CH:4]=[CH:3][C:2]([Cl:1])=[CH:7][CH:6]=2)[S:9]([C:12]2[CH:17]=[CH:16][C:15]([O:18][CH3:19])=[CH:14][CH:13]=2)(=[O:11])=[O:10])=[O:28])[S:23][N:22]=1. Procedure: To a solution of N-(4-chlorophenyl)-4-methoxybenzenesulfonamide (1.98 g) in unhydrous N,N-dimethylformamide (20 ml) 60% sodium hydride (0.24 g) was added at room temperature. After stirring the reaction mixture at the same temperature for 1 hour, a solution of 3,4-dichloro-5-isothiazolecarbonyl chloride (1.1 g) in unhydrous N,N-dimethylformamide (10 ml) was added thereto dropwise. After finishing the addition, the reaction mixture was stirred at room temperature for 18 hours and poured into wate... Starting materials: CC(C)C(=O)N(C1CCCCC1)C1CCN(NC(=O)C(Cc2ccc(Cl)cc2)NC(=O)OC(C)(C)C)C1, ClCCl, O=C(O)C(F)(F)F. Yields the product O=C(O)C(F)(F)F, CC(C)C(=O)N(C1CCCCC1)C1CCN(NC(=O)C(N)Cc2ccc(Cl)cc2)C1. As a reaction SMILES: [C:1]([O:2][C:3]([CH3:4])([CH3:5])[CH3:6])(=[O:7])[NH:8][CH:9]([C:10](=[O:11])[NH:12][N:13]1[CH2:14][CH:15]([N:18]([C:19]([CH:20]([CH3:21])[CH3:22])=[O:23])[CH:24]2[CH2:25][CH2:26][CH2:27][CH2:28][CH2:29]2)[CH2:16][CH2:17]1)[CH2:30][c:31]1[cH:32][cH:33][c:34]([Cl:37])[cH:35][cH:36]1.[Cl:45][CH2:46][Cl:47].[F:38][C:39]([C:40](=[O:41])[OH:42])([F:43])[F:44]>>[F:38][C:39]([C:40](=[O:41])[OH:42])([F:43])[F:44].[NH2:8][CH:9]([C:10](=[O:11])[NH:12][N:13]1[CH2:14][CH:15]([N:18]([C:19]([CH:20]([CH3:21])[CH3:22])=[O:23])[CH:24]2[CH2:25][CH2:26][CH2:27][CH2:28][CH2:29]2)[CH2:16][CH2:17]1)[CH2:30][c:31]1[cH:32][cH:33][c:34]([Cl:37])[cH:35][cH:36]1.